Dataset: the Open Reaction Database (ORD), a public repository of structured organic reaction records. Task: describe an organic reaction: reactants, conditions, products, and yield Run in C(C)O (ethanol), O (water), O (Water). Procedure details: Dasatinib butanolate (form BU-2, 1.00 g, 2.05 mmol) was heated in a mixture of ethanol (22 ml) and water (3 ml) at 75-80° C. to achieve complete dissolution. Water was added (8 ml) at the same temperature. The solution was cooled to 70° C. and maintained at 70° C. for 1 h. Temperature was lowered from 70° C. to 5° C. during 2 h, and maintained between 0-5° C. for 2 h. The product was filtered and washed with EtOH/H2O (1:1, 2×10 ml) and dried under reduced pressure at 40° C./8 h. Yield: 0.61 g. Reactants: CC1=CC=CC(=C1NC(=O)C2=CN=C(S2)NC=3C=C(N=C(N3)C)N4CCN(CC4)CCO)Cl.C(CCC)[O-] (Dasatinib butanolate). Run at temperature 70 celsius, time 2 hour. As a reaction SMILES: [CH3:1][C:2]1[C:7]([NH:8][C:9]([C:11]2[S:15][C:14]([NH:16][C:17]3[CH:18]=[C:19]([N:24]4[CH2:29][CH2:28][N:27]([CH2:30][CH2:31][OH:32])[CH2:26][CH2:25]4)[N:20]=[C:21]([CH3:23])[N:22]=3)=[N:13][CH:12]=2)=[O:10])=[C:6]([Cl:33])[CH:5]=[CH:4][CH:3]=1.C([O-])CCC>C(O)C.O>[CH3:1][C:2]1[C:7]([NH:8][C:9]([C:11]2[S:15][C:14]([NH:16][C:17]3[CH:18]=[C:19]([N:24]4[CH2:29][CH2:28][N:27]([CH2:30][CH2:31][OH:32])[CH2:26][CH2:25]4)[N:20]=[C:21]([CH3:23])[N:22]=3)=[N:13][CH:12]=2)=[O:10])=[C:6]([Cl:33])[CH:5]=[CH:4][CH:3]=1 |f:0.1|. Yields the product CC1=CC=CC(=C1NC(=O)C2=CN=C(S2)NC=3C=C(N=C(N3)C)N4CCN(CC4)CCO)Cl (Dasatinib). The solvent is C1=CC=CC=C1 (benzene). As a reaction SMILES: [CH2:1]([OH:4])[CH:2]=[CH2:3].N1C=CC=CC=1.[Cl:11][C:12]1[CH:32]=[C:31]([Br:33])[CH:30]=[CH:29][C:13]=1[O:14][C:15]1[CH:28]=[CH:27][C:18]([O:19][C:20](=[CH:24][CH2:25][CH3:26])[C:21](Cl)=O)=[CH:17][CH:16]=1.[OH2:34]>C1C=CC=CC=1>[Cl:11][C:12]1[CH:32]=[C:31]([Br:33])[CH:30]=[CH:29][C:13]=1[O:14][C:15]1[CH:16]=[CH:17][C:18]([O:19][CH:20]([CH3:21])[CH:24]=[CH:25][C:26]([O:4][CH2:1][CH:2]=[CH2:3])=[O:34])=[CH:27][CH:28]=1. The reactants are C(C=C)O (allyl alcohol), N1=CC=CC=C1 (pyridine), ClC1=C(OC2=CC=C(OC(C(=O)Cl)=CCC)C=C2)C=CC(=C1)Br ([4-(2-chloro-4-bromophenoxy) phenoxy]2-pentenoic chloride), O (Water). Procedure: In a mixture of 70 ml of benzene, 2.1 g (0.030 mole) of allyl alcohol and 2.6 g (0.033 mole) of pyridine, 12.5 g (0.03 mole) of [4-(2-chloro-4-bromophenoxy) phenoxy]2-pentenoic chloride obtained in the previous Preparation was added to react them at room temperature. Water was added to the reaction mixture and the benzene phase was washed with water and dehydrated over anhydrous sodium sulfate and benzene was distilled off to obtain 11.5 g of an orange viscous liquid having ND20 :1.5757 (yield 8... Product: ClC1=C(OC2=CC=C(OC(C=CC(=O)OCC=C)C)C=C2)C=CC(=C1)Br (Allyl 4-[4-(2-chloro-4-bromophenoxy) phenoxy]2-pentenoate). Reactants: [Cl-].[NH4+] (ammonium chloride), COCCCOC1=C(C(=NC=C1)CSC1=NC2=C(N1)C=CC=C2)C (2-{4-(3-methoxypropoxy)-3-methylpyridine-2-yl}methylthio-1H-benzimidazole), CN(C=O)C (dimethylformamide), C(OCC)(=O)Cl (ethyl chlorocarbonate), [H-].[Na+] (sodium hydride). Conditions: time 15 minute. The product is C(C)OC(=O)N1C(=NC2=C1C=CC=C2)SCC2=NC=CC(=C2C)OCCCC (1-Ethoxycarbonyl-2-{4-(3-Methylpropoxy)-3-Methylpyridine-2-Yl}Methylthiobenzimidazole). As a reaction SMILES: CO[CH2:3][CH2:4][CH2:5][O:6][C:7]1[CH:12]=[CH:11][N:10]=[C:9]([CH2:13][S:14][C:15]2[NH:19][C:18]3[CH:20]=[CH:21][CH:22]=[CH:23][C:17]=3[N:16]=2)[C:8]=1[CH3:24].[H-].[Na+].[C:27](Cl)(=[O:31])[O:28][CH2:29][CH3:30].[Cl-].[NH4+].[CH3:35]N(C)C=O>>[CH2:29]([O:28][C:27]([N:19]1[C:18]2[CH:20]=[CH:21][CH:22]=[CH:23][C:17]=2[N:16]=[C:15]1[S:14][CH2:13][C:9]1[C:8]([CH3:24])=[C:7]([O:6][CH2:5][CH2:4][CH2:3][CH3:35])[CH:12]=[CH:11][N:10]=1)=[O:31])[CH3:30] |f:1.2,4.5|. Procedure details: 0.8 g of 2-{4-(3-methoxypropoxy)-3-methylpyridine-2-yl}methylthio-1H-benzimidazole was dissolved in 10 ml of dimethylformamide to obtain a solution. 0.23 g of 60% sodium hydride was added to this solution at 0° C. The obtained mixture was stirred for 15 minutes. 0.4 g of ethyl chlorocarbonate was dropwise added to the resulting mixture at 0° C. The obtained mixture was stirred at a room temperature for one hour. A saturated aqueous solution of ammonium chloride was added to the resulting mixture... Reported procedure: A mixture of 4-amino-N-(3,4-dimethyl-phenyl)-3-(2-hydroxy-ethylamino)-benzamide (0.1 mL in 0.2 M DMSO solution), 4-chlorobenzaldehyde (0.1 mL in 0.2 M toluene solution) and FeCl3 (0.05 mL in 0.02 M THF solution) was stirred in open air at ambient temperature overnight. The mixture was then diluted by MeOH and the whole was loaded onto a solid phase extraction (SPE) cartridge that contained strong cation exchange (SCX) (1 g media in 6 mL cartridge, United Chemical Technology). Wash-to-waste (5 mL... Reactants: NC1=C(C=C(C(=O)NC2=CC(=C(C=C2)C)C)C=C1)NCCO (4-amino-N-(3,4-dimethyl-phenyl)-3-(2-hydroxy-ethylamino)-benzamide), ClC1=CC=C(C=O)C=C1 (4-chlorobenzaldehyde), FeCl3. Reaction conditions: time 8 hour. Reaction SMILES: [NH2:1][C:2]1[CH:18]=[CH:17][C:5]([C:6]([NH:8][C:9]2[CH:14]=[CH:13][C:12]([CH3:15])=[C:11]([CH3:16])[CH:10]=2)=[O:7])=[CH:4][C:3]=1[NH:19][CH2:20][CH2:21][OH:22].[Cl:23][C:24]1[CH:31]=[CH:30][C:27]([CH:28]=O)=[CH:26][CH:25]=1>CO>[CH3:16][C:11]1[CH:10]=[C:9]([NH:8][C:6]([C:5]2[CH:17]=[CH:18][C:2]3[N:1]=[C:28]([C:27]4[CH:30]=[CH:31][C:24]([Cl:23])=[CH:25][CH:26]=4)[N:19]([CH2:20][CH2:21][OH:22])[C:3]=3[CH:4]=2)=[O:7])[CH:14]=[CH:13][C:12]=1[CH3:15]. Solvent: CO (MeOH). The product is CC=1C=C(C=CC1C)NC(=O)C1=CC2=C(N=C(N2CCO)C2=CC=C(C=C2)Cl)C=C1 (2-(4-chlorophenyl)-3-(2-hydroxy-ethyl)-3H-benzoimidazole-5-carboxylicacid (3,4-dimethylphenyl)-amide).